Dataset: the Open Reaction Database (ORD), a public repository of structured organic reaction records. Task: describe an organic reaction: reactants, conditions, products, and yield The reactants are CC(=O)NC(=S)c1ccccc1, Cl, Cl, CCC(CC)N1CCC(C#N)(NC(=O)C(N)CC2CCCCC2)C1. Yields the product CCC(CC)N1CCC(C#N)(NC(=O)C(CC2CCCCC2)NC(=NC(C)=O)c2ccccc2)C1. Reaction SMILES: [C:1]([CH3:2])(=[O:3])[NH:4][C:5]([c:6]1[cH:7][cH:8][cH:9][cH:10][cH:11]1)=[S:12].[ClH:13].[ClH:14].[NH2:15][CH:16]([C:17](=[O:18])[NH:19][C:20]1([C:30]#[N:31])[CH2:21][N:22]([CH:25]([CH2:26][CH3:27])[CH2:28][CH3:29])[CH2:23][CH2:24]1)[CH2:32][CH:33]1[CH2:34][CH2:35][CH2:36][CH2:37][CH2:38]1>>[C:1]([CH3:2])(=[O:3])[N:4]=[C:5]([c:6]1[cH:7][cH:8][cH:9][cH:10][cH:11]1)[NH:15][CH:16]([C:17](=[O:18])[NH:19][C:20]1([C:30]#[N:31])[CH2:21][N:22]([CH:25]([CH2:26][CH3:27])[CH2:28][CH3:29])[CH2:23][CH2:24]1)[CH2:32][CH:33]1[CH2:34][CH2:35][CH2:36][CH2:37][CH2:38]1.